This data is from the Open Reaction Database (ORD), a public repository of structured organic reaction records. The task is: describe an organic reaction: reactants, conditions, products, and yield The reactants are Cl.C(C1=CC=CC=C1)(=N)N (benzamidine hydrochloride), C([O-])(O)=O.[K+] (potassium bicarbonate), BrCC(=O)C1=CC(=C(C=C1)Cl)Cl (2-bromo-3′,4′-dichloroacetophenone). The solvent is O1CCCC1 (tetrahydrofuran), O (water), O1CCCC1 (tetrahydrofuran). Run at time 2 hour. Yields the product C1(=CC=CC=C1)C=1NC=C(N1)C1=CC(=C(C=C1)Cl)Cl (2-phenyl-4-(3,4-dichlorophenyl)imidazole). RXN SMILES: Br[CH2:2][C:3]([C:5]1[CH:10]=[CH:9][C:8]([Cl:11])=[C:7]([Cl:12])[CH:6]=1)=O.Cl.[C:14]([NH2:22])(=[NH:21])[C:15]1[CH:20]=[CH:19][CH:18]=[CH:17][CH:16]=1.C(=O)(O)[O-].[K+]>O1CCCC1.O>[C:15]1([C:14]2[NH:21][CH:2]=[C:3]([C:5]3[CH:10]=[CH:9][C:8]([Cl:11])=[C:7]([Cl:12])[CH:6]=3)[N:22]=2)[CH:20]=[CH:19][CH:18]=[CH:17][CH:16]=1 |f:1.2,3.4|. Procedure: A solution of 68.0 g (0.254 mol) of the above-mentioned crude 2-bromo-3′,4′-dichloroacetophenone in 110 ml of tetrahydrofuran was added dropwise over 30 minutes, under reflux with heating, into a suspension of 39.8 g (0.254 mol) of benzamidine hydrochloride, 102.1 g (1.02 mol) of potassium bicarbonate in 400 ml of tetrahydrofuran and 100 ml of water. After the addition was complete, further refluxing with heating was carried out for 2 hours. The reaction solution was evaporated to dryness under ... Starting materials: BrCc1ccccc1, CC(C)(C)OC(=O)N1CC(Nc2ccc(C#N)cn2)CC1C(=O)N1CCSC1, CC(C)(C)[O-], [K+], CN(C)C=O, O=C(O)CC(O)(CC(=O)O)C(=O)O. Yields the product CC(C)(C)OC(=O)N1CC(N(Cc2ccccc2)c2ccc(C#N)cn2)CC1C(=O)N1CCSC1. As a reaction SMILES: [Br:35][CH2:36][c:37]1[cH:38][cH:39][cH:40][cH:41][cH:42]1.[C:1]([CH3:2])([CH3:3])([CH3:4])[O:5][C:6](=[O:7])[N:8]1[CH:9]([C:22](=[O:23])[N:24]2[CH2:25][S:26][CH2:27][CH2:28]2)[CH2:10][CH:11]([NH:13][c:14]2[n:15][cH:16][c:17]([C:20]#[N:21])[cH:18][cH:19]2)[CH2:12]1.[CH3:29][C:30]([CH3:31])([O-:32])[CH3:33].[K+:34].[O:56]=[CH:57][N:58]([CH3:59])[CH3:60].[OH:43][C:44]([CH2:45][C:46]([C:47](=[O:48])[OH:49])([CH2:50][C:51](=[O:52])[OH:53])[OH:54])=[O:55]>>[C:1]([CH3:2])([CH3:3])([CH3:4])[O:5][C:6](=[O:7])[N:8]1[CH:9]([C:22](=[O:23])[N:24]2[CH2:25][S:26][CH2:27][CH2:28]2)[CH2:10][CH:11]([N:13]([c:14]2[n:15][cH:16][c:17]([C:20]#[N:21])[cH:18][cH:19]2)[CH2:36][c:37]2[cH:38][cH:39][cH:40][cH:41][cH:42]2)[CH2:12]1. Reactants: O(C1=CC=CC=C1)C=1C=C(C=O)C=CC1 (3-Phenoxybenzaldehyde), Cl.C(C(C)C)N (isobutylamine hydrochloride), [C-]#N.[Na+] (sodium cyanide). Product: O(C1=CC=CC=C1)C1=C(C=CC=C1)CC#N (phenoxybenzeneacetonitrile), oil. RXN SMILES: [O:1]([C:8]1[CH:9]=[C:10]([CH:13]=[CH:14][CH:15]=1)C=O)[C:2]1[CH:7]=[CH:6][CH:5]=[CH:4][CH:3]=1.Cl.[CH2:17]([NH2:21])[CH:18](C)C.[C-]#N.[Na+]>>[O:1]([C:2]1[CH:3]=[CH:4][CH:5]=[CH:6][C:7]=1[CH2:18][C:17]#[N:21])[C:8]1[CH:15]=[CH:14][CH:13]=[CH:10][CH:9]=1 |f:1.2,3.4|. Reported procedure: 3-Phenoxybenzaldehyde, isobutylamine hydrochloride and sodium cyanide were reacted on a 0.3 molar scale using essentially the same procedure as that described in Example 1. The product, α-(N-isobutylamino)-3-(phenoxybenzeneacetonitrile, was obtained as a golden oil (43.5 g). Proton nuclear magnetic resonance spectrum (d6 -acetone; δ in ppm): 0.9 (6H, d of d); 1.74 (1H, m); 2.52 (2H, d); 5.02 (1H, s); 6.9-7.6 (9H, m). Starting materials: C(=O)(OC)C1C(CCCC1)=O (2-carbomethoxycyclohexanone), CC(C)(C)C=1C=C(C=C(C1)C(C)(C)C)CCl (3,5,bis(1,1-dimethylethyl)chloromethylbenzene). The product is CC(C)(C)C=1C=C(C=C(C1)C(C)(C)C)CC1(C(CCCC1)=O)C(=O)OC (methyl 1-[[3,5-bis(1,1-dimethylethyl)phenyl]-methyl]-2-oxocyclohexanecarboxylate). RXN SMILES: [C:1]([CH:5]1[CH2:10][CH2:9][CH2:8][CH2:7][C:6]1=[O:11])([O:3][CH3:4])=[O:2].[CH3:12][C:13]([C:16]1[CH:17]=[C:18]([CH2:26]Cl)[CH:19]=[C:20]([C:22]([CH3:25])([CH3:24])[CH3:23])[CH:21]=1)([CH3:15])[CH3:14]>>[CH3:25][C:22]([C:20]1[CH:19]=[C:18]([CH2:26][C:5]2([C:1]([O:3][CH3:4])=[O:2])[CH2:10][CH2:9][CH2:8][CH2:7][C:6]2=[O:11])[CH:17]=[C:16]([C:13]([CH3:15])([CH3:14])[CH3:12])[CH:21]=1)([CH3:23])[CH3:24]. Procedure details: The title compound is prepared by the method of Example 12, except that 2-carbomethoxycyclohexanone is used in place of 2-carbomethoxycyclopentanone, and that the title product of Example 3 is used in place of the title product of Example 11. Reactants: FC=1C(=C(C2=C(C(CO2)=O)C1)I)O (5-fluoro-6-hydroxy-7-iodobenzofuran-3(2H)-one), C([O-])([O-])=O.[K+].[K+] (potassium carbonate), O (water), S(=O)(=O)(OC)OC (dimethyl sulfate). The solvent is CN(C)C=O (DMF). Reaction conditions: time 12 hour. Yields the product FC=1C(=C(C2=C(C(CO2)=O)C1)I)OC (5-fluoro-7-iodo-6-methoxybenzofuran-3(2H)-one). Yield: 23.7%. Reaction SMILES: [F:1][C:2]1[C:3]([OH:13])=[C:4]([I:12])[C:5]2[O:9][CH2:8][C:7](=[O:10])[C:6]=2[CH:11]=1.[C:14](=O)([O-])[O-].[K+].[K+].S(OC)(OC)(=O)=O.O>CN(C=O)C>[F:1][C:2]1[C:3]([O:13][CH3:14])=[C:4]([I:12])[C:5]2[O:9][CH2:8][C:7](=[O:10])[C:6]=2[CH:11]=1 |f:1.2.3|. Procedure details: A solution of 5-fluoro-6-hydroxy-7-iodobenzofuran-3(2H)-one (0.256 g, 0.871 mmol) in DMF (5 mL) was added with potassium carbonate (0.110 g, 0.796 mmol). The mixture was added with dimethyl sulfate (0.0803 g, 0.637 mmol) at room temperature, and the mixture was stirred for 12 hours. The reaction mixture was added with water, the mixture was extracted with ethyl acetate, and the organic layer was washed with saturated brine. The organic layer was dried over anhydrous magnesium sulfate, then the s... RXN SMILES: [F:1][CH:2]([F:16])[O:3][C:4]1[CH:9]=[CH:8][CH:7]=[CH:6][C:5]=1[S:10]([N:13]=[C:14]=[O:15])(=[O:12])=[O:11].[NH2:17][C:18]1[N:23]=[C:22]([NH:24][C:25]([CH3:28])([CH3:27])[CH3:26])[N:21]=[C:20]([O:29][CH3:30])[N:19]=1>O1CCOCC1>[F:16][CH:2]([F:1])[O:3][C:4]1[CH:9]=[CH:8][CH:7]=[CH:6][C:5]=1[S:10]([NH:13][C:14]([NH:17][C:18]1[N:23]=[C:22]([NH:24][C:25]([CH3:26])([CH3:27])[CH3:28])[N:21]=[C:20]([O:29][CH3:30])[N:19]=1)=[O:15])(=[O:12])=[O:11]. Solvent: O1CCOCC1 (dioxane). Yields the product FC(OC1=C(C=CC=C1)S(=O)(=O)NC(=O)NC1=NC(=NC(=N1)NC(C)(C)C)OC)F (N-(2-Difluoromethoxyphenyl-sulfonyl)-N'-(4-tert-butylamino-6-methoxy-1,3,5-triazin-2-yl)-urea). Reactants: FC(OC1=C(C=CC=C1)S(=O)(=O)N=C=O)F (2-difluoromethoxyphenyl-sulfonylisocyanate), NC1=NC(=NC(=N1)NC(C)(C)C)OC (2-amino-4-tert-butylamino-6-methoxy-1,3,5-triazine). Procedure: A mixture of 5.0 g of 2-difluoromethoxyphenyl-sulfonylisocyanate and 4.0 g of 2-amino-4-tert-butylamino-6-methoxy-1,3,5-triazine is stirred in 60 ml of absolute dioxane for 3 hours at 70°-80° C. After filtration of the hot reaction mixture through active charcoal, 6.9 g of N-(2-difluoromethoxyphenyl-sulfonyl)-N'-(4-tert-butylamino-6-methoxy-1,3,5-triazin-2-yl)-urea, m.p. 213°-214° C., crystallise out on cooling of the solution. The reactants are [Cl-], O=C(O)c1cc(Cl)nc(Cl)c1, CCOC(=N)N1Cc2ccccc2-c2ccccc2C1. The product is CCOC(=NC(=O)c1cc(Cl)nc(Cl)c1)N1Cc2ccccc2-c2ccccc2C1. RXN SMILES: [Cl-:21].[Cl:22][c:23]1[n:24][c:25]([Cl:32])[cH:26][c:27]([C:29](=[O:30])[OH:31])[cH:28]1.[cH:1]1[cH:2][cH:3][cH:4][c:5]2[c:11]1-[c:10]1[c:9]([cH:15][cH:14][cH:13][cH:12]1)[CH2:8][N:7]([C:16]([O:17][CH2:18][CH3:19])=[NH:20])[CH2:6]2>>[cH:1]1[cH:2][cH:3][cH:4][c:5]2[c:11]1-[c:10]1[c:9]([cH:15][cH:14][cH:13][cH:12]1)[CH2:8][N:7]([C:16]([O:17][CH2:18][CH3:19])=[N:20][C:29]([c:27]1[cH:26][c:25]([Cl:32])[n:24][c:23]([Cl:22])[cH:28]1)=[O:30])[CH2:6]2.